From a dataset of the Open Reaction Database (ORD), a public repository of structured organic reaction records. describe an organic reaction: reactants, conditions, products, and yield Starting materials: CCOC(C)=O, COC(=O)c1nc(C)sc1-c1cccc(N)c1, CN(C)c1ccncc1, CC(=O)OC(C)=O, O. Yields the product COC(=O)c1nc(C)sc1-c1cccc(NC(C)=O)c1. As a reaction SMILES: [CH3:18][CH2:19][O:20][C:21]([CH3:22])=[O:23].[CH3:1][O:2][C:3](=[O:4])[c:5]1[n:6][c:7]([CH3:17])[s:8][c:9]1-[c:10]1[cH:11][c:12]([NH2:16])[cH:13][cH:14][cH:15]1.[CH3:25][N:26]([c:27]1[cH:28][cH:29][n:30][cH:31][cH:32]1)[CH3:33].[CH3:34][C:35]([O:36][C:37](=[O:38])[CH3:39])=[O:40].[OH2:24]>>[CH3:1][O:2][C:3](=[O:4])[c:5]1[n:6][c:7]([CH3:17])[s:8][c:9]1-[c:10]1[cH:11][c:12]([NH:16][C:19]([CH3:18])=[O:20])[cH:13][cH:14][cH:15]1. Reactants: 3,6-Bis-(5-indolyl)carbazole 2′,2′-bis(2-aminoeth-1-yl)carboxamide bistrifluoroacetate, CN(C)C=O (DMF), C(C)(C)N(CC)C(C)C (diisopropylethyamine), Cl.N1(N=CC=C1)C(=N)N (pyrazole-1-carboxamidine hydrochloride), 3,6-Bis-(5-indolyl)carbazole-2′,2′-dicarboxylic acid diethyl ester, C(CN)N (ethylenediamine). Run in Teflon. Run at temperature 55 celsius. Product: C1=CC=CC=2C3=CC=CC=C3NC12 (9H-carbazole). Reaction SMILES: [CH3:1]N(C=O)C.[CH:6]([N:9]([CH:12]([CH3:14])[CH3:13])CC)([CH3:8])[CH3:7].Cl.N1(C(N)=N)[CH:20]=[CH:19][CH:18]=N1.[CH2:24](N)[CH2:25]N>>[CH:7]1[C:6]2[NH:9][C:12]3[C:13](=[CH:1][CH:24]=[CH:25][CH:14]=3)[C:8]=2[CH:20]=[CH:19][CH:18]=1 |f:2.3|. Procedure details: 3,6-Bis-(5-indolyl)carbazole-2′,2′-dicarboxylic acid diethyl ester (0.7 mmol) was dissolved in 3.5 mL ethylenediamine in an amber glass vial with a Teflon screw-cap and heated at 55° C. in a sand-bath overnight. The excess amine was removed under vacuum and the residue was dissolved in 7 mL DMSO, 0.7 mL TFA was added and the solution was added up to 35 mL by H2O. The solution was purified by preparative HPLC in 7 injections. Fractions containing 3,6-Bis-(5-indolyl)carbazole-2′,2′-bis(2-aminoethy... Product: CN1C(=O)COc2cc([Sn](C)(C)C)cnc21. As a reaction SMILES: [CH2:23]1[O:24][CH2:25][CH2:26][CH2:27]1.[CH3:16][O:17][S:18]([O:19][CH3:20])(=[O:21])=[O:22].[CH3:1][Sn:2]([c:3]1[cH:4][c:5]2[c:10]([n:11][cH:12]1)[NH:9][C:8](=[O:13])[CH2:7][O:6]2)([CH3:14])[CH3:15]>>[CH3:1][Sn:2]([c:3]1[cH:4][c:5]2[c:10]([n:11][cH:12]1)[N:9]([CH3:16])[C:8](=[O:13])[CH2:7][O:6]2)([CH3:14])[CH3:15]. Reactants: C1CCOC1, COS(=O)(=O)OC, C[Sn](C)(C)c1cnc2c(c1)OCC(=O)N2. The reactants are C(CCCCCCCCCCC)S (1-dodecanethiol), ClC=1C(=C(C(=O)O)C=C(C1)Cl)[N+](=O)[O-] (3,5-dichloro-2-nitrobenzoic acid), Cl (HCl), C([O-])([O-])=O.[K+].[K+] (potassium carbonate). Solvent: C(C)O (ethanol), O (water), O (water). Product: C(CCCCCCCCCCC)SC=1C(=C(C(=O)O)C=C(C1)SCCCCCCCCCCCC)[N+](=O)[O-] (3,5-didodecylthio-2-nitrobenzoic acid). RXN SMILES: Cl[C:2]1[C:3]([N+:12]([O-:14])=[O:13])=[C:4]([CH:8]=[C:9](Cl)[CH:10]=1)[C:5]([OH:7])=[O:6].[CH2:15]([SH:27])[CH2:16][CH2:17][CH2:18][CH2:19][CH2:20][CH2:21][CH2:22][CH2:23][CH2:24][CH2:25][CH3:26].C(=O)([O-])[O-].[K+].[K+].Cl>C(O)C.O>[CH2:15]([S:27][C:2]1[C:3]([N+:12]([O-:14])=[O:13])=[C:4]([CH:8]=[C:9]([S:27][CH2:15][CH2:16][CH2:17][CH2:18][CH2:19][CH2:20][CH2:21][CH2:22][CH2:23][CH2:24][CH2:25][CH3:26])[CH:10]=1)[C:5]([OH:7])=[O:6])[CH2:16][CH2:17][CH2:18][CH2:19][CH2:20][CH2:21][CH2:22][CH2:23][CH2:24][CH2:25][CH3:26] |f:2.3.4|. Reported procedure: An amount of 236 g. (1 mole) 3,5-dichloro-2-nitrobenzoic acid (Step 1) and 424 g. (2.1 moles) 1-dodecanethiol in 1.5 liter ethanol and 1 liter water was purged with nitrogen for 15-30 min. Then 430 g. (3.1 moles) anhydrous potassium carbonate were added and the reaction mixture was refluxed under an atmosphere of nitrogen for 60-72 hr. After cooling to room temperature, the solution was poured slowly into a rapidly stirred mixture of 6 liters water, 360 ml. conc. HCl and crushed ice. The precipi...